From a dataset of the Open Reaction Database (ORD), a public repository of structured organic reaction records. describe an organic reaction: reactants, conditions, products, and yield The reactants are CC1=NOC(=C1C(CCCC1=CC=CC=C1)O)C1=CC=C(C=C1)B1OC(C(O1)(C)C)(C)C (1-{3-methyl-5-[4-(4,4,5,5-tetramethyl-[1,3,2]dioxaborolan-2-yl)-phenyl]-isoxazol-4-yl}-4-phenyl-butan-1-ol), BrC1=CC=C(CC2(CC2)C(=O)O)C=C1 (1-(4-bromo-benzyl)-cyclopropanecarboxylic acid). Product: OC(CCCC1=CC=CC=C1)C=1C(=NOC1C1=CC=C(C=C1)C1=CC=C(C=C1)CC1(CC1)C(=O)O)C (1-{4′-[4-(1-Hydroxy-4-phenyl-butyl)-3-methyl-isoxazol-5-yl]-biphenyl-4-ylmethyl}-cyclopropanecarboxylic acid). Reaction SMILES: [CH3:1][C:2]1[C:6]([CH:7]([OH:17])[CH2:8][CH2:9][CH2:10][C:11]2[CH:16]=[CH:15][CH:14]=[CH:13][CH:12]=2)=[C:5]([C:18]2[CH:23]=[CH:22][C:21](B3OC(C)(C)C(C)(C)O3)=[CH:20][CH:19]=2)[O:4][N:3]=1.Br[C:34]1[CH:46]=[CH:45][C:37]([CH2:38][C:39]2([C:42]([OH:44])=[O:43])[CH2:41][CH2:40]2)=[CH:36][CH:35]=1>>[OH:17][CH:7]([C:6]1[C:2]([CH3:1])=[N:3][O:4][C:5]=1[C:18]1[CH:19]=[CH:20][C:21]([C:34]2[CH:46]=[CH:45][C:37]([CH2:38][C:39]3([C:42]([OH:44])=[O:43])[CH2:40][CH2:41]3)=[CH:36][CH:35]=2)=[CH:22][CH:23]=1)[CH2:8][CH2:9][CH2:10][C:11]1[CH:12]=[CH:13][CH:14]=[CH:15][CH:16]=1. Reported procedure: Prepared according to the procedure described in Example 1, Step 7, using 1-{3-methyl-5-[4-(4,4,5,5-tetramethyl-[1,3,2]dioxaborolan-2-yl)-phenyl]-isoxazol-4-yl}-4-phenyl-butan-1-ol and 1-(4-bromo-benzyl)-cyclopropanecarboxylic acid. Reactants: Cl.C1(CC1)COC1=C(C2=C(OCO2)C=C1)C=1C2=C(N=CN1)C(=C(N2)C)C(=O)NC2CCNCC2 (4-[5-(cyclopropylmethoxy)-1,3-benzodioxol-4-yl]-6-methyl-N-piperidin-4-yl-5H-pyrrolo[3,2-d]pyrimidine-7-carboxamide hydrochloride), C(CC)(=O)Cl (propionyl chloride). Yields the product C1(CC1)COC1=C(C2=C(OCO2)C=C1)C=1C2=C(N=CN1)C(=C(N2)C)C(=O)NC2CCN(CC2)C(CC)=O (4-[5-(Cyclopropylmethoxy)-1,3-benzodioxol-4-yl]-6-methyl-N-(1-propionylpiperidin-4-yl)-5H-pyrrolo[3,2-d]pyrimidine-7-carboxamide). RXN SMILES: Cl.[CH:2]1([CH2:5][O:6][C:7]2[CH:15]=[CH:14][C:10]3[O:11][CH2:12][O:13][C:9]=3[C:8]=2[C:16]2[C:17]3[NH:24][C:23]([CH3:25])=[C:22]([C:26]([NH:28][CH:29]4[CH2:34][CH2:33][NH:32][CH2:31][CH2:30]4)=[O:27])[C:18]=3[N:19]=[CH:20][N:21]=2)[CH2:4][CH2:3]1.[C:35](Cl)(=[O:38])[CH2:36][CH3:37]>>[CH:2]1([CH2:5][O:6][C:7]2[CH:15]=[CH:14][C:10]3[O:11][CH2:12][O:13][C:9]=3[C:8]=2[C:16]2[C:17]3[NH:24][C:23]([CH3:25])=[C:22]([C:26]([NH:28][CH:29]4[CH2:30][CH2:31][N:32]([C:35](=[O:38])[CH2:36][CH3:37])[CH2:33][CH2:34]4)=[O:27])[C:18]=3[N:19]=[CH:20][N:21]=2)[CH2:4][CH2:3]1 |f:0.1|. Procedure details: Starting from 4-[5-(cyclopropylmethoxy)-1,3-benzodioxol-4-yl]-6-methyl-N-piperidin-4-yl-5H-pyrrolo[3,2-d]pyrimidine-7-carboxamide hydrochloride (example D.f1) and commercially available propionyl chloride the title compound is obtained as colorless solid. Starting materials: O1C2=C(CCCC1)C=CC=C2N (2,3,4,5-tetrahydro-benzo[b]oxepin-9-ylamine), ClC1=NC=C(C(=N1)NC1=C(C=C(C=C1)N1CCOCC1)OC)Cl ((2,5-dichloro-pyrimidin-4-yl)-(2-methoxy-4-morpholin-4-yl-phenyl)-amine). Product: ClC=1C(=NC(=NC1)NC1=CC=CC2=C1OCCCC2)NC2=C(C=C(C=C2)N2CCOCC2)OC (5-Chloro-N*4*-(2-methoxy-4-morpholin-4-yl-phenyl)-N*2*-(2,3,4,5-tetrahydrobenzo[b]oxepin-9-yl)pyrimidine-2,4-diamine), solid. Isolated yield 40.0%. RXN SMILES: [O:1]1[CH2:7][CH2:6][CH2:5][CH2:4][C:3]2[CH:8]=[CH:9][CH:10]=[C:11]([NH2:12])[C:2]1=2.Cl[C:14]1[N:19]=[C:18]([NH:20][C:21]2[CH:26]=[CH:25][C:24]([N:27]3[CH2:32][CH2:31][O:30][CH2:29][CH2:28]3)=[CH:23][C:22]=2[O:33][CH3:34])[C:17]([Cl:35])=[CH:16][N:15]=1>>[Cl:35][C:17]1[C:18]([NH:20][C:21]2[CH:26]=[CH:25][C:24]([N:27]3[CH2:28][CH2:29][O:30][CH2:31][CH2:32]3)=[CH:23][C:22]=2[O:33][CH3:34])=[N:19][C:14]([NH:12][C:11]2[C:2]3[O:1][CH2:7][CH2:6][CH2:5][CH2:4][C:3]=3[CH:8]=[CH:9][CH:10]=2)=[N:15][CH:16]=1. Reported procedure: The title compound was prepared from 2,3,4,5-tetrahydro-benzo[b]oxepin-9-ylamine and (2,5-dichloro-pyrimidin-4-yl)-(2-methoxy-4-morpholin-4-yl-phenyl)-amine in an analogous manner to Example 179. Product was isolated as a light brown solid (51 mg, 40%). LCMS (m/e) 482 (M+H); 1H NMR (400 MHz, DMSO-d6) δ 8.88 (broad s, 1H), 8.43 (broad s, 1H), 8.28 (s, 1H), 7.66 (d, 1H, J=8 Hz), 7.37 (d, 1H, J=9 Hz), 6.80 (d, 1H, J=7.58 Hz), 6.71 (s, 1H), 6.67 (dd, 1H, J=7.58, 8 Hz), 6.54 (d, 1H, J=8 Hz), 3.94 (m,... Reactants: N(=[N+]=[N-])CC(=O)C1=C(C=C(C=C1)Cl)Cl (2-azido-1-(2,4-dichlorophenyl)ethanone), N1CCCCC1 (piperidine), [BH3-]C#N.[Na+] (NaCNBH3). The product is N(=[N+]=[N-])CC(C1=C(C=C(C=C1)Cl)Cl)N1CCCCC1 (1-[2-Azido-1-(2,4-dichlorophenyl)ethyl]piperidine). As a reaction SMILES: [N:1]([CH2:4][C:5]([C:7]1[CH:12]=[CH:11][C:10]([Cl:13])=[CH:9][C:8]=1[Cl:14])=O)=[N+:2]=[N-:3].[NH:15]1[CH2:20][CH2:19][CH2:18][CH2:17][CH2:16]1.[BH3-]C#N.[Na+]>>[N:1]([CH2:4][CH:5]([N:15]1[CH2:20][CH2:19][CH2:18][CH2:17][CH2:16]1)[C:7]1[CH:12]=[CH:11][C:10]([Cl:13])=[CH:9][C:8]=1[Cl:14])=[N+:2]=[N-:3] |f:2.3|. Procedure details: In a manner similar to Preparation 21 react 2-azido-1-(2,4-dichlorophenyl)ethanone with piperidine and NaCNBH3 to obtain the title compound. The reactants are BrCCOCCBr, O=C([O-])[O-], CC#N, [K+], [K+], CC(C)CC(N)C(=O)OC(C)(C)C. Product: CC(C)CC(C(=O)OC(C)(C)C)N1CCOCC1. Reaction SMILES: [Br:20][CH2:21][CH2:22][O:23][CH2:24][CH2:25][Br:26].[C:14](=[O:15])([O-:16])[O-:17].[CH3:27][C:28]#[N:29].[K+:18].[K+:19].[NH2:1][CH:2]([C:3](=[O:4])[O:5][C:6]([CH3:7])([CH3:8])[CH3:9])[CH2:10][CH:11]([CH3:12])[CH3:13]>>[N:1]1([CH:2]([C:3](=[O:4])[O:5][C:6]([CH3:7])([CH3:8])[CH3:9])[CH2:10][CH:11]([CH3:12])[CH3:13])[CH2:21][CH2:22][O:23][CH2:24][CH2:25]1. The reactants are C1=NC=CC=2C(=CC=CC12)N (isoquinolin-5-amine), BrCCCCC(=O)Cl (5-bromopentanoyl chloride), CC(C)(C)[O-].[K+] (KOtBu). The solvent is C1CCOC1 (THF), C1CCOC1 (THF), C1CCOC1 (THF). Run at time 24 hour. Product: C1=NC=CC2=C(C=CC=C12)N1C(CCCC1)=O (1-(Isoquinolin-5-yl)piperidin-2-one). Isolated yield 106.2%. Reaction SMILES: [CH:1]1[C:10]2[CH:9]=[CH:8][CH:7]=[C:6]([NH2:11])[C:5]=2[CH:4]=[CH:3][N:2]=1.Br[CH2:13][CH2:14][CH2:15][CH2:16][C:17](Cl)=[O:18].CC([O-])(C)C.[K+]>C1COCC1>[CH:1]1[C:10]2[C:5](=[C:6]([N:11]3[CH2:13][CH2:14][CH2:15][CH2:16][C:17]3=[O:18])[CH:7]=[CH:8][CH:9]=2)[CH:4]=[CH:3][N:2]=1 |f:2.3|. Procedure details: To isoquinolin-5-amine (0.24 g, 1.665 mmol) in THF (5 mL) was added 5-bromopentanoyl chloride (0.223 mL, 1.665 mmol) followed by addition of THF (3 mL). The reaction was cooled with ice bath and to the above solution was added 1M KOtBu in THF (3.66 mL, 3.66 mmol). After 24 h, the reaction was quenched with H2O (10 mL) and extracted with EtOAc (3×20 mL). The combined organic layers were washed with brine (10 mL) and dried (MgSO4) to afford 0.4 g of 33A as a dark solid. MS (ESI) m/z: 227 (M+H)+. Starting materials: CC#CCO, [Cl-], Cc1ccc(Cl)c(Cc2cc(Cl)ncn2)c1F, [H-], [NH4+], [Na+], C1CCOC1. Yields the product CC#CCOc1cc(Cc2c(Cl)ccc(C)c2F)ncn1. Reaction SMILES: [CH2:3]([C:4]#[C:5][CH3:6])[OH:7].[Cl-:25].[Cl:8][c:9]1[n:10][cH:11][n:12][c:13]([CH2:15][c:16]2[c:17]([Cl:24])[cH:18][cH:19][c:20]([CH3:23])[c:21]2[F:22])[cH:14]1.[H-:1].[NH4+:26].[Na+:2].[O:27]1[CH2:28][CH2:29][CH2:30][CH2:31]1>>[CH2:3]([C:4]#[C:5][CH3:6])[O:7][c:9]1[n:10][cH:11][n:12][c:13]([CH2:15][c:16]2[c:17]([Cl:24])[cH:18][cH:19][c:20]([CH3:23])[c:21]2[F:22])[cH:14]1. Reactants: Cl (hydrochloric acid), O.[OH-].[Li+] (Lithium hydroxide monohydrate), C(C)OC(=O)C1=CC(=C(C=C1)B(O)O)OC (4-ethoxycarbonyl-2-methoxyphenylboronic acid), O (water). The solvent is O1CCOCC1 (1,4-dioxane). Reaction conditions: time 8 hour. Yields the product C(=O)(O)C1=CC(=C(C=C1)B(O)O)OC (4-Carboxy-2-methoxyphenylboronic acid). Isolated yield 81.7%. Reaction SMILES: O.[OH-].[Li+].C([O:6][C:7]([C:9]1[CH:14]=[CH:13][C:12]([B:15]([OH:17])[OH:16])=[C:11]([O:18][CH3:19])[CH:10]=1)=[O:8])C.O.Cl>O1CCOCC1>[C:7]([C:9]1[CH:14]=[CH:13][C:12]([B:15]([OH:17])[OH:16])=[C:11]([O:18][CH3:19])[CH:10]=1)([OH:8])=[O:6] |f:0.1.2|. Procedure: Lithium hydroxide monohydrate (0.092 g) was added to a mixture of 4-ethoxycarbonyl-2-methoxyphenylboronic acid (0.049 g), water (1 mL) and 1,4-dioxane (1 mL), and the mixture was stirred at room temperature overnight. 2 mol/L hydrochloric acid (1.09 mL) was added to the reaction mixture, and the solvent was evaporated under reduced pressure. The residue was washed with water to afford the title compound (0.035 g). Product: C1(=CC=CC=C1)C1=NN=C(C2=CC=CC=C12)NC1=CC=C(OC2=NC=CC=C2C=2C(=NNC2)C(=O)N)C=C1 (4-(2-(4-(4-phenylphthalazin-1-ylamino)phenoxy)pyridin-3-yl)-1-H-pyrazole-3-carboxamide). Reaction SMILES: [C:1]1([C:7]2[C:16]3[C:11](=[CH:12][CH:13]=[CH:14][CH:15]=3)[C:10]([NH:17][C:18]3[CH:37]=[CH:36][C:21]([O:22][C:23]4[C:28]([C:29]5[C:30]([C:34]#[N:35])=[N:31][NH:32][CH:33]=5)=[CH:27][CH:26]=[CH:25][N:24]=4)=[CH:20][CH:19]=3)=[N:9][N:8]=2)[CH:6]=[CH:5][CH:4]=[CH:3][CH:2]=1.C(=O)([O-])[O-:39].[K+].[K+].OO>CS(C)=O>[C:1]1([C:7]2[C:16]3[C:11](=[CH:12][CH:13]=[CH:14][CH:15]=3)[C:10]([NH:17][C:18]3[CH:19]=[CH:20][C:21]([O:22][C:23]4[C:28]([C:29]5[C:30]([C:34]([NH2:35])=[O:39])=[N:31][NH:32][CH:33]=5)=[CH:27][CH:26]=[CH:25][N:24]=4)=[CH:36][CH:37]=3)=[N:9][N:8]=2)[CH:2]=[CH:3][CH:4]=[CH:5][CH:6]=1 |f:1.2.3|. Run at temperature 20 celsius, time 3 day. The reactants are C([O-])([O-])=O.[K+].[K+] (potassium carbonate), OO (hydrogen peroxide), C1(=CC=CC=C1)C1=NN=C(C2=CC=CC=C12)NC1=CC=C(OC2=NC=CC=C2C=2C(=NNC2)C#N)C=C1 (4-(2-(4-(4-phenylphthalazin-1-ylamino)phenoxy)pyridin-3-yl)-1-H-pyrazole-3-carbonitrile). Solvent: CS(=O)C (DMSO). Procedure details: In a 20-mL sealed tube was dissolved 4-(2-(4-(4-phenylphthalazin-1-ylamino)phenoxy)pyridin-3-yl)-1-H-pyrazole-3-carbonitrile (0.070 g, 0.145 mmol) in DMSO (1.0 mL). To this was added potassium carbonate (0.024 g, 0.174 mmol) and hydrogen peroxide (0.445 mL, 14.5 mmol) and the mixture was stirred at 20° C. for 3 days and quenched with water. The product was extracted into EtOAc, washed 1× saturated NaHCO3, 1×H2O, dried over Na2SO4, filtered through fritted funnel and concentrated. The title compo... The reactants are C(C)N1N=CC(=C1)CN(C(=O)C1CCCC2=C(C=CC=C12)O)C1=CC=C(C=C1)C(C)C (N-[(1-ethylpyrazol-4-yl)methyl]-5-hydroxy-N-(4-isopropylphenyl)-1,2,3,4-tetrahydronaphthalene-1-carboxamide), Cl.ClCCCN(C)C (3-chloro-N,N-dimethylpropylamine hydrochloride). Yields the product CN(CCCOC1=C2CCCC(C2=CC=C1)C(=O)N(C1=CC=C(C=C1)C(C)C)CC=1C=NN(C1)CC)C (5-[3-(dimethylamino)propoxy]-N-[(1-ethylpyrazol-4-yl)methyl]-N-(4-isopropylphenyl)-1,2,3,4-tetrahydronaphthalene-1-carboxamide). As a reaction SMILES: [CH2:1]([N:3]1[CH:7]=[C:6]([CH2:8][N:9]([C:23]2[CH:28]=[CH:27][C:26]([CH:29]([CH3:31])[CH3:30])=[CH:25][CH:24]=2)[C:10]([CH:12]2[C:21]3[C:16](=[C:17]([OH:22])[CH:18]=[CH:19][CH:20]=3)[CH2:15][CH2:14][CH2:13]2)=[O:11])[CH:5]=[N:4]1)[CH3:2].Cl.Cl[CH2:34][CH2:35][CH2:36][N:37]([CH3:39])[CH3:38]>>[CH3:38][N:37]([CH3:39])[CH2:36][CH2:35][CH2:34][O:22][C:17]1[CH:18]=[CH:19][CH:20]=[C:21]2[C:16]=1[CH2:15][CH2:14][CH2:13][CH:12]2[C:10]([N:9]([CH2:8][C:6]1[CH:5]=[N:4][N:3]([CH2:1][CH3:2])[CH:7]=1)[C:23]1[CH:24]=[CH:25][C:26]([CH:29]([CH3:30])[CH3:31])=[CH:27][CH:28]=1)=[O:11] |f:1.2|. Procedure details: By the reaction and treatment in the same manner as in Example 106 using N-[(1-ethylpyrazol-4-yl)methyl]-5-hydroxy-N-(4-isopropylphenyl)-1,2,3,4-tetrahydronaphthalene-1-carboxamide (0.42 g) and 3-chloro-N,N-dimethylpropylamine hydrochloride (0.24 g) as starting materials, 5-[3-(dimethylamino)propoxy]-N-[(1-ethylpyrazol-4-yl)methyl]-N-(4-isopropylphenyl)-1,2,3,4-tetrahydronaphthalene-1-carboxamide was obtained. This was dissolved in ethyl acetate, and oxalic acid (0.12 g) was added. The precipita...